This data is from the Open Reaction Database (ORD), a public repository of structured organic reaction records. The task is: describe an organic reaction: reactants, conditions, products, and yield Reactants: CN(C)C=O, [Cl-], N#Cc1cc(Cl)ccn1, CC(O)C(F)(F)F, [H-], [NH4+], [Na+]. Yields the product CC(Oc1ccnc(C#N)c1)C(F)(F)F. As a reaction SMILES: [CH3:21][N:22]([CH3:23])[CH:24]=[O:25].[Cl-:19].[Cl:10][c:11]1[cH:12][c:13]([C:17]#[N:18])[n:14][cH:15][cH:16]1.[F:3][C:4]([CH:5]([CH3:6])[OH:7])([F:8])[F:9].[H-:1].[NH4+:20].[Na+:2]>>[F:3][C:4]([CH:5]([CH3:6])[O:7][c:11]1[cH:12][c:13]([C:17]#[N:18])[n:14][cH:15][cH:16]1)([F:8])[F:9]. Starting materials: C1(=CC=CC=C1)C (Toluene), solution, C(=O)([O-])[O-].[Na+].[Na+] (Na2CO3), BrC1=CC(=C(C=C1)NC1=CC=C(C(=O)N2CCN(CC2)C(=O)OC(C)(C)C)C=C1)C#N (tert-butyl 4-(4-(4-bromo-2-cyanophenylamino)benzoyl)piperazine-1-carboxylate), FC=1C=C(C=CC1OC)B(O)O (3-fluoro-4-methoxyphenylboronic acid). Reagents/catalysts: C=1C=CC(=CC1)[P](C=2C=CC=CC2)(C=3C=CC=CC3)[Pd]([P](C=4C=CC=CC4)(C=5C=CC=CC5)C=6C=CC=CC6)([P](C=7C=CC=CC7)(C=8C=CC=CC8)C=9C=CC=CC9)[P](C=1C=CC=CC1)(C=1C=CC=CC1)C=1C=CC=CC1 (Pd(Ph3P)4). The solvent is CO (MeOH). Reaction conditions: temperature 105 celsius. The product is C(#N)C=1C=C(C=CC1NC1=CC=C(C(=O)N2CCN(CC2)C(=O)OC(C)(C)C)C=C1)C1=CC(=C(C=C1)OC)F (tert-butyl 4-(4-(3-cyano-3′-fluoro-4′-methoxybiphenyl-4-ylamino)benzoyl)-piperazine-1-carboxylate). Isolated yield 96.1%. RXN SMILES: Br[C:2]1[CH:7]=[CH:6][C:5]([NH:8][C:9]2[CH:29]=[CH:28][C:12]([C:13]([N:15]3[CH2:20][CH2:19][N:18]([C:21]([O:23][C:24]([CH3:27])([CH3:26])[CH3:25])=[O:22])[CH2:17][CH2:16]3)=[O:14])=[CH:11][CH:10]=2)=[C:4]([C:30]#[N:31])[CH:3]=1.[F:32][C:33]1[CH:34]=[C:35](B(O)O)[CH:36]=[CH:37][C:38]=1[O:39][CH3:40].C1(C)C=CC=CC=1.C([O-])([O-])=O.[Na+].[Na+]>C1C=CC([P]([Pd]([P](C2C=CC=CC=2)(C2C=CC=CC=2)C2C=CC=CC=2)([P](C2C=CC=CC=2)(C2C=CC=CC=2)C2C=CC=CC=2)[P](C2C=CC=CC=2)(C2C=CC=CC=2)C2C=CC=CC=2)(C2C=CC=CC=2)C2C=CC=CC=2)=CC=1.CO>[C:30]([C:4]1[CH:3]=[C:2]([C:35]2[CH:36]=[CH:37][C:38]([O:39][CH3:40])=[C:33]([F:32])[CH:34]=2)[CH:7]=[CH:6][C:5]=1[NH:8][C:9]1[CH:29]=[CH:28][C:12]([C:13]([N:15]2[CH2:20][CH2:19][N:18]([C:21]([O:23][C:24]([CH3:27])([CH3:26])[CH3:25])=[O:22])[CH2:17][CH2:16]2)=[O:14])=[CH:11][CH:10]=1)#[N:31] |f:3.4.5,^1:60,62,81,100|. Reported procedure: A 125 ml pressure flask was loaded with tert-butyl 4-(4-(4-bromo-2-cyanophenylamino)benzoyl)piperazine-1-carboxylate (6.55 g, 13.49 mmol), 3-fluoro-4-methoxyphenylboronic acid (2.75 g, 16.19 mmol) and Pd(Ph3P)4 (0.43 g, 0.372 mmol). Toluene (45 mL), MeOH (22.50 mL) and a 2 molar solution of Na2CO3 (16.87 mL, 33.7 mmol) were added, the flask flushed with nitrogen, sealed and heated to 105° C. for 5 hours. The reaction mixture was poured into a separating funnel loaded with water and dichlorometha...